Dataset: the Open Reaction Database (ORD), a public repository of structured organic reaction records. Task: describe an organic reaction: reactants, conditions, products, and yield The reactants are azides, ClCCCS(=O)(=O)OCC([C@H](C(=O)OCCOC(=O)OCC)OC(C(C)C)=O)(C)C ((Ethoxycarbonyloxy)ethyl (2R)-4-[(3-chloropropyl)sulfonyloxy]-3,3-dimethyl-2-(2-methylpropanoyloxy)butanoate), [N-]=[N+]=[N-].[Na+] (sodium azide). The solvent is CS(=O)C (dimethyl sulfoxide). The product is N(=[N+]=[N-])CCCS(=O)(=O)OCC([C@H](C(=O)OCCOC(=O)OCC)OC(C(C)C)=O)(C)C ((Ethoxycarbonyloxy)ethyl (2R)-4-[(3-azidopropyl)sulfonyloxy]-3,3-dimethyl-2-(2-methylpropanoyloxy)butanoate). As a reaction SMILES: Cl[CH2:2][CH2:3][CH2:4][S:5]([O:8][CH2:9][C:10]([CH3:30])([CH3:29])[C@@H:11]([O:23][C:24](=[O:28])[CH:25]([CH3:27])[CH3:26])[C:12]([O:14][CH2:15][CH2:16][O:17][C:18]([O:20][CH2:21][CH3:22])=[O:19])=[O:13])(=[O:7])=[O:6].[N-:31]=[N+:32]=[N-:33].[Na+]>CS(C)=O>[N:31]([CH2:2][CH2:3][CH2:4][S:5]([O:8][CH2:9][C:10]([CH3:30])([CH3:29])[C@@H:11]([O:23][C:24](=[O:28])[CH:25]([CH3:27])[CH3:26])[C:12]([O:14][CH2:15][CH2:16][O:17][C:18]([O:20][CH2:21][CH3:22])=[O:19])=[O:13])(=[O:7])=[O:6])=[N+:32]=[N-:33] |f:1.2|. Reported procedure: Following the general procedure for the preparation of azides of Description 16, (ethoxycarbonyloxy)ethyl (2R)-4-[(3-chloropropyl)sulfonyloxy]-3,3-dimethyl-2-(2-methylpropanoyloxy)butanoate (36c) (0.23 g, 0.49 mmol) dissolved in 3 mL of anhydrous dimethyl sulfoxide (DMSO) was reacted with 64 mg (0.98 mmol) of sodium azide (NaN3). After work-up, the crude material (36d) was obtained and used in the next step without further purification. MS (ESI) m/z 504.01 (M+Na)+. The solvent is CC(=O)C (acetone). The reactants are C([O-])([O-])=O.[K+].[K+] (potassium carbonate), C(CCC)C1=CNC2=CC=CC=C2C1=O (3-butyl-4-(1H)-quinolinone), BrC1=CC=C(C#N)C=C1 (4-bromobenzonitrile). Reported procedure: 3.3 g of activated potassium carbonate were added to a suspension of 2.3 g of the product of Step E in 50 ml of acetone a the mixture was stirred for 10 minutes. Then, 4.7 g of 4-bromobenzonitrile were added, followed by heating for 4 hours at reflux. The acetone was evaporated off and the residue was taken up in 100 ml of water. Extraction was carried out with ethyl acetate and the extracts were washed with a saturated solution of ammonium chloride, dried and evaporated to dryness to obtain 4.1... Run at time 10 minute. Reaction SMILES: [C:1](=O)([O-])[O-].[K+].[K+].[CH2:7]([C:11]1[C:20](=[O:21])[C:19]2[C:14](=[CH:15][CH:16]=[CH:17][CH:18]=2)[NH:13][CH:12]=1)[CH2:8][CH2:9][CH3:10].Br[C:23]1[CH:30]=[CH:29][C:26]([C:27]#[N:28])=[CH:25][CH:24]=1>CC(C)=O>[CH2:7]([C:11]1[C:20](=[O:21])[C:19]2[C:14](=[CH:15][CH:16]=[CH:17][CH:18]=2)[N:13]([CH2:1][C:23]2[CH:30]=[CH:29][C:26]([C:27]#[N:28])=[CH:25][CH:24]=2)[CH:12]=1)[CH2:8][CH2:9][CH3:10] |f:0.1.2|. Isolated yield 113.4%. Product: C(CCC)C1=CN(C2=CC=CC=C2C1=O)CC1=CC=C(C#N)C=C1 (4-(3-butyl-1,4-dihydro-4-oxo-quinolinyl methyl)-benzonitrile). The product is COc1cccc(N2CCN(CC3COc4ccc5nc(C)ccc5c4O3)CC2)c1. As a reaction SMILES: [Br:1][c:2]1[cH:3][cH:4][c:5]([S:6]([O:7][CH2:12][CH:13]2[CH2:14][O:15][c:16]3[c:17]([c:18]4[cH:19][cH:20][c:21]([CH3:26])[n:22][c:23]4[cH:24][cH:25]3)[O:27]2)(=[O:8])=[O:9])[cH:10][cH:11]1.[C:46](=[O:47])([OH:48])[O-:49].[CH3:28][O:29][c:30]1[cH:31][c:32]([N:36]2[CH2:37][CH2:38][NH:39][CH2:40][CH2:41]2)[cH:33][cH:34][cH:35]1.[CH3:42][S:43]([CH3:44])=[O:45].[Na+:50]>>[CH2:12]([CH:13]1[CH2:14][O:15][c:16]2[c:17]([c:18]3[cH:19][cH:20][c:21]([CH3:26])[n:22][c:23]3[cH:24][cH:25]2)[O:27]1)[N:39]1[CH2:38][CH2:37][N:36]([c:32]2[cH:31][c:30]([O:29][CH3:28])[cH:35][cH:34][cH:33]2)[CH2:41][CH2:40]1. The reactants are Cc1ccc2c3c(ccc2n1)OCC(COS(=O)(=O)c1ccc(Br)cc1)O3, O=C([O-])O, COc1cccc(N2CCNCC2)c1, CS(C)=O, [Na+]. Starting materials: BrCC(/C(/C(=O)OCC)=N/OC1CCCCCC1)=O (Ethyl 4-bromo-(Z)-2-(cycloheptyloxyimino)-3-oxobutyrate), NC(=S)N (thiourea). Product: NC=1SC=C(N1)/C(/C(=O)OCC)=N/OC1CCCCCC1 (Ethyl 2-(2-aminothiazol-4-yl)-(Z)-2-(cycloheptyloxyimino)acetate). The yield is 69.0%. RXN SMILES: Br[CH2:2][C:3](=O)/[C:4](=[N:10]/[O:11][CH:12]1[CH2:18][CH2:17][CH2:16][CH2:15][CH2:14][CH2:13]1)/[C:5]([O:7][CH2:8][CH3:9])=[O:6].[NH2:20][C:21]([NH2:23])=[S:22]>>[NH2:23][C:21]1[S:22][CH:2]=[C:3](/[C:4](=[N:10]/[O:11][CH:12]2[CH2:18][CH2:17][CH2:16][CH2:15][CH2:14][CH2:13]2)/[C:5]([O:7][CH2:8][CH3:9])=[O:6])[N:20]=1. Reported procedure: Ethyl 4-bromo-(Z)-2-(cycloheptyloxyimino)-3-oxobutyrate (6.3 g) was treated with thiourea as described in Example 4d. Crystallisation from dichloromethane/hexane gave the title compound as a white solid (4.1 g, 69%), m.p. 107°-8° C. (Found: C: 54.24, H: 6.72, N: 13.33. C14H21N3O3S requires C: 54.00, H: 6.80, N:13.49%). νmax (KBr) 3433, 2930, 1723, 1611, 1540 cm -1 ; δH (CDCl3) 1.33 (3H, t) 1.4-2.0 (12H, m), 4.35 (3H, q+m) 5.60 (2H, br s, exch. D2O), 6.64 (1H,ss). RXN SMILES: O[C:2]1[CH:3]=[C:4]([N:12]2[CH2:17][CH2:16][N:15]([C:18]([O:20][C:21]([CH3:24])([CH3:23])[CH3:22])=[O:19])[CH2:14][CH2:13]2)[C:5]2[O:10][CH2:9][CH2:8][O:7][C:6]=2[CH:11]=1.[Br:25]C1C=C(N2CCNCC2)C2OCCOC=2C=1>>[Br:25][C:2]1[CH:3]=[C:4]([N:12]2[CH2:17][CH2:16][N:15]([C:18]([O:20][C:21]([CH3:24])([CH3:23])[CH3:22])=[O:19])[CH2:14][CH2:13]2)[C:5]2[O:10][CH2:9][CH2:8][O:7][C:6]=2[CH:11]=1. The product is BrC=1C=C(C2=C(OCCO2)C1)N1CCN(CC1)C(=O)OC(C)(C)C (1 -(7-bromo-2,3-dihydro-1,4-benzodioxin-5-yl)-4-(t-butyloxycarbonyl)piperazine). Procedure details: The intermediate 1 -(7-bromo-2,3-dihydro-1,4-benzodioxin-5-yl)-4-(t-butyloxycarbonyl)piperazine was prepared similar to the method described for 1-(7-hydroxy-2,3-dihydro-1,4-benzodioxin-5-yl)-4-(t-butyloxycarbonyl)piperazine (Intermediate 12a) using 1-(7-bromo-2,3-dihydro-1,4-benzodioxin-5-yl)piperazine. Reactants: OC=1C=C(C2=C(OCCO2)C1)N1CCN(CC1)C(=O)OC(C)(C)C (1-(7-hydroxy-2,3-dihydro-1,4-benzodioxin-5-yl)-4-(t-butyloxycarbonyl)piperazine), OC=1C=C(C2=C(OCCO2)C1)N1CCN(CC1)C(=O)OC(C)(C)C (1-(7-hydroxy-2,3-dihydro-1,4-benzodioxin-5-yl)-4-(t-butyloxycarbonyl)piperazine), BrC=1C=C(C2=C(OCCO2)C1)N1CCNCC1 (1-(7-bromo-2,3-dihydro-1,4-benzodioxin-5-yl)piperazine). Reactants: NC1CN(CCN(C1)CC1=CC=CC=C1)C (6-amino-1-benzyl-4-methylhexahydro-1H-1,4-diazepine), N1N=C(C2=CC=CC=C12)C(=O)O (1H-indazole-3-carboxylic acid), Cl.C(C)N=C=NCCCN(C)C (1-ethyl-3-(3-dimethylaminopropyl)carbodiimide hydrochloride). Run in ClCCl (dichloromethane). Reaction conditions: temperature 25 celsius, time 2 hour. Product: C(C1=CC=CC=C1)N1CCN(CC(C1)NC(=O)C1=NNC2=CC=CC=C12)C (N-(1-benzyl-4-methylhexahydro-1H-1,4-diazepin-6-yl)-1H-indazole-3-carboxamide). Isolated yield 54.3%. RXN SMILES: [NH2:1][CH:2]1[CH2:8][N:7]([CH2:9][C:10]2[CH:15]=[CH:14][CH:13]=[CH:12][CH:11]=2)[CH2:6][CH2:5][N:4]([CH3:16])[CH2:3]1.[NH:17]1[C:25]2[C:20](=[CH:21][CH:22]=[CH:23][CH:24]=2)[C:19]([C:26](O)=[O:27])=[N:18]1.Cl.C(N=C=NCCCN(C)C)C>ClCCl>[CH2:9]([N:7]1[CH2:8][CH:2]([NH:1][C:26]([C:19]2[C:20]3[C:25](=[CH:24][CH:23]=[CH:22][CH:21]=3)[NH:17][N:18]=2)=[O:27])[CH2:3][N:4]([CH3:16])[CH2:5][CH2:6]1)[C:10]1[CH:11]=[CH:12][CH:13]=[CH:14][CH:15]=1 |f:2.3|. Procedure details: To a solution of 6-amino-1-benzyl-4-methylhexahydro-1H-1,4-diazepine (1.0 g) in dichloromethane (20 ml), 1H-indazole-3-carboxylic acid (740 mg) and 1-ethyl-3-(3-dimethylaminopropyl)carbodiimide hydrochloride (877 mg) are added, and the resulting mixture is stirred at 25° C. for 2 hours. The reaction mixture is washed successively with water and 10% aqueous sodium hydroxide solution, and dried over magnesium sulfate. The solvent is evaporated under reduced pressure, and the residue is chromatogra... Starting materials: C(C=CC1=CC=CC=C1)=O (cinnamaldehyde), C(C)(C)[N-]C(C)C.[Li+] (lithium diisopropylamide), CC1=NC(=CN=C1)C (2,6-dimethylpyrazine). Solvent: O1CCCC1 (tetrahydrofuran), O1CCCC1 (tetrahydrofuran), O1CCCC1 (tetrahydrofuran). The product is OC(CC1=NC(=CN=C1)C)C=CC1=CC=CC=C1 (2-(2-Hydroxy-4-phenyl-3-buten-1-yl)-6-methylpyrazine). RXN SMILES: C([N-]C(C)C)(C)C.[Li+].[CH3:9][C:10]1[CH:15]=[N:14][CH:13]=[C:12]([CH3:16])[N:11]=1.[CH:17](=[O:26])[CH:18]=[CH:19][C:20]1[CH:25]=[CH:24][CH:23]=[CH:22][CH:21]=1>O1CCCC1>[OH:26][CH:17]([CH:18]=[CH:19][C:20]1[CH:25]=[CH:24][CH:23]=[CH:22][CH:21]=1)[CH2:9][C:10]1[CH:15]=[N:14][CH:13]=[C:12]([CH3:16])[N:11]=1 |f:0.1|. Procedure details: To a solution of lithium diisopropylamide (1.5 Molar, 73.3 mL, 0.11 mole) in 150 mL of tetrahydrofuran at -78° C. is added slowly a solution of 2,6-dimethylpyrazine (10.8 g, 0.1 mole) in 100 mL of tetrahydrofuran. The mixture is allowed to warm to room temperature and then cooled to -78° C. A solution of cinnamaldehyde (14.5 g, 0.11 mole) in 100 mL of tetrahydrofuran is added dropwise over 15 minutes. The reaction product mixture is then worked up according to the procedures of Example I to prov...